From a dataset of the Open Reaction Database (ORD), a public repository of structured organic reaction records. describe an organic reaction: reactants, conditions, products, and yield Reaction conditions: time 4 hour. Yields the product C(CC)N(C1COC2=CC=CC(=C2C1)N)CCC (3-Dipropylamino-5-aminochroman). The solvent is O (water), CO (methanol), CO (Methanol). Reaction SMILES: [CH2:1]([N:4]([CH2:19][CH2:20][CH3:21])[CH:5]1[CH2:14][C:13]2[C:8](=[CH:9][CH:10]=[CH:11][C:12]=2C(OC)=O)[O:7][CH2:6]1)[CH2:2][CH3:3].[OH-].[Na+].C1(P([N:38]=[N+]=[N-])(C2C=CC=CC=2)=O)C=CC=CC=1>CO.O>[CH2:1]([N:4]([CH2:19][CH2:20][CH3:21])[CH:5]1[CH2:14][C:13]2[C:8](=[CH:9][CH:10]=[CH:11][C:12]=2[NH2:38])[O:7][CH2:6]1)[CH2:2][CH3:3] |f:1.2|. Procedure details: 3-Dipropylamino-5-methyloxycarbonylchroman (Example 2; 1.0 g, 3.4 mmol) was dissolved in methanol (20 ml). Sodium hydroxide (0.16 g, 4.1 mmol) in water (1.0 ml) was added and the solution was refluxed with nitrogen overnight. The solution was evaporated to dryness, toluene (20 ml) was added and again the solution was evaporated to dryness. The residue was dissolved in toluene 20 ml, diphenylphosphoryl azid (1.87 g, 6.8 mmol) was added and the solution was refluxed for 2 hours. Methanol (2.0 ml) ... Reactants: C1(=CC=CC=C1)P(=O)(C1=CC=CC=C1)N=[N+]=[N-] (diphenylphosphoryl azid), [OH-].[Na+] (Sodium hydroxide), C(CC)N(C1COC2=CC=CC(=C2C1)C(=O)OC)CCC (3-Dipropylamino-5-methyloxycarbonylchroman). The reactants are C(C)(=O)O[C@H]1[C@@H](O[C@@H]([C@@H]([C@@H]1OC(C)=O)OC(C)=O)COC(C)=O)OC1=NNC(=C1CC1=C(C=C(C=C1)OCCCC(NC(C)(C)C(=O)O)=O)C)C(C)C (3-(2,3,4,6-tetra-O-acetyl-β-D-galactopyranosyloxy)-4-[(4-{3-[1-carboxy-1-(methyl)ethylcarbamoyl]propoxy}-2-methylphenyl)methyl]-5-isopropyl-1H-pyrazole), OCCN1CCNCC1 (1-(2-hydroxyethyl)piperazine), NC(C(=O)N)(C)C (2-amino-2-methylpropionamide). Yields the product [C@@H]1([C@H](O)[C@@H](O)[C@@H](O)[C@H](O1)CO)OC1=NNC(=C1CC1=C(C=C(C=C1)OCCCC(NC(C)(C)C(=O)N1CCN(CC1)CCO)=O)C)C(C)C (3-(β-D-Galactopyranosyloxy)-5-isopropyl-4-[(4-{3-[1-{[4-(2-hydroxyethyl)piperazin-1-yl]carbonyl}-1-(methyl)ethyl-carbamoyl]propoxy}-2-methylphenyl)methyl]-1H-pyrazole). As a reaction SMILES: C([O:4][C@@H:5]1[C@@H:10]([O:11]C(=O)C)[C@@H:9]([O:15]C(=O)C)[C@@H:8]([CH2:19][O:20]C(=O)C)[O:7][C@H:6]1[O:24][C:25]1[C:29]([CH2:30][C:31]2[CH:36]=[CH:35][C:34]([O:37][CH2:38][CH2:39][CH2:40][C:41](=[O:49])[NH:42][C:43]([C:46]([OH:48])=O)([CH3:45])[CH3:44])=[CH:33][C:32]=2[CH3:50])=[C:28]([CH:51]([CH3:53])[CH3:52])[NH:27][N:26]=1)(=O)C.[OH:54][CH2:55][CH2:56][N:57]1[CH2:62][CH2:61][NH:60][CH2:59][CH2:58]1.NC(C)(C)C(N)=O>>[C@@H:6]1([O:24][C:25]2[C:29]([CH2:30][C:31]3[CH:36]=[CH:35][C:34]([O:37][CH2:38][CH2:39][CH2:40][C:41](=[O:49])[NH:42][C:43]([C:46]([N:60]4[CH2:61][CH2:62][N:57]([CH2:56][CH2:55][OH:54])[CH2:58][CH2:59]4)=[O:48])([CH3:44])[CH3:45])=[CH:33][C:32]=3[CH3:50])=[C:28]([CH:51]([CH3:52])[CH3:53])[NH:27][N:26]=2)[O:7][C@H:8]([CH2:19][OH:20])[C@H:9]([OH:15])[C@H:10]([OH:11])[C@H:5]1[OH:4]. Procedure details: The title compound was prepared in a similar manner to that described in Example 78 using 3-(2,3,4,6-tetra-O-acetyl-β-D-galactopyranosyloxy)-4-[(4-{3-[1-carboxy-1-(methyl)ethylcarbamoyl]propoxy}-2-methylphenyl)methyl]-5-isopropyl-1H-pyrazole and 1-(2-hydroxyethyl)piperazine instead of 3-(2,3,4,6-tetra-O-acetyl-β-D-glucopyranosyloxy)-4-{[4-(2-carboxyethoxy)-2-methylphenyl]methyl}-5-isopropyl-1H-pyrazole and 2-amino-2-methylpropionamide, respectively.